From a dataset of the Open Reaction Database (ORD), a public repository of structured organic reaction records. describe an organic reaction: reactants, conditions, products, and yield The reactants are C1(=CC=CC=C1)C12CC3(CC(CC3C1)C2)N (1-phenyltricyclo[3.3.1.03,7]nonan-3-amine), C(=O)([O-])[O-].[K+].[K+] (K2CO3), ClCC(=O)N1[C@@H](CCC1)C#N ((S)-1-(2-chloro-acetyl)pyrrolidine-2-carbonitrile). The solvent is CCOC(=O)C (EtOAc), CS(=O)C (DMSO). Conditions: time 3 hour. Yields the product C1(=CC=CC=C1)C12CC3CC(CC3(C1)NCC(=O)N1[C@@H](CCC1)C#N)C2 ((2S)-1-[N-(2-phenylhexahydro-2,5-methanopentalen-3a(1H)-yl)glycyl]pyrrolidine-2-carbonitrile). The yield is 48.7%. Reaction SMILES: [C:1]1([C:7]23[CH2:15][CH:11]4[CH2:12][CH:13]([CH2:14]2)[C:9]([NH2:16])([CH2:10]4)[CH2:8]3)[CH:6]=[CH:5][CH:4]=[CH:3][CH:2]=1.C([O-])([O-])=O.[K+].[K+].Cl[CH2:24][C:25]([N:27]1[CH2:31][CH2:30][CH2:29][C@H:28]1[C:32]#[N:33])=[O:26]>CS(C)=O.CCOC(C)=O>[C:1]1([C:7]23[CH2:15][CH:11]4[CH2:10][C:9]([NH:16][CH2:24][C:25]([N:27]5[CH2:31][CH2:30][CH2:29][C@H:28]5[C:32]#[N:33])=[O:26])([CH2:8]2)[CH:13]([CH2:12]4)[CH2:14]3)[CH:2]=[CH:3][CH:4]=[CH:5][CH:6]=1 |f:1.2.3|. Procedure: To a stirred mixture of the compound obtained from step II (0.2 g, 0.94 mmol) and K2CO3 (0.39 g, 2.8 mmol) in DMSO (4.0 mL) at ice bath temperature under nitrogen atmosphere (S)-1-(2-chloro-acetyl)pyrrolidine-2-carbonitrile (0.16 g, 0.94 mmol) was added. After stirring the reaction mixture for 3 h at r.t., it was diluted with EtOAc and washed with water and brine, dried over Na2SO4, and the solvent was removed under reduced pressure. The crude product was purified by column chromatography to obt... Starting materials: CC(C)(c1ncc(Br)s1)S(C)(=O)=O, O=C([O-])[O-], Cc1cc(Nc2nccc(C(F)(F)F)n2)cc(B2OC(C)(C)C(C)(C)O2)c1, [Na+], [Na+], C1COCCO1, O. The product is Cc1cc(Nc2nccc(C(F)(F)F)n2)cc(-c2cnc(C(C)(C)S(C)(=O)=O)s2)c1. As a reaction SMILES: [Br:1][c:2]1[cH:3][n:4][c:5]([C:7]([CH3:8])([CH3:9])[S:10](=[O:11])(=[O:12])[CH3:13])[s:6]1.[C:47](=[O:48])([O-:49])[O-:50].[CH3:14][c:15]1[cH:16][c:17]([NH:30][c:31]2[n:32][cH:33][cH:34][c:35]([C:37]([F:38])([F:39])[F:40])[n:36]2)[cH:18][c:19]([B:21]2[O:22][C:23]([CH3:24])([CH3:25])[C:26]([CH3:27])([CH3:28])[O:29]2)[cH:20]1.[Na+:51].[Na+:52].[O:41]1[CH2:42][CH2:43][O:44][CH2:45][CH2:46]1.[OH2:53]>>[c:2]1(-[c:19]2[cH:18][c:17]([NH:30][c:31]3[n:32][cH:33][cH:34][c:35]([C:37]([F:38])([F:39])[F:40])[n:36]3)[cH:16][c:15]([CH3:14])[cH:20]2)[cH:3][n:4][c:5]([C:7]([CH3:8])([CH3:9])[S:10](=[O:11])(=[O:12])[CH3:13])[s:6]1. Starting materials: ClC1=C2C=CC=C(C2=CC=C1)C(=O)O (5-chloronaphthalene-1-carboxylic acid), Cl.C(C)N=C=NCCCN(C)C (1-ethyl-3-(3-dimethylaminopropyl)carbodiimide hydrochloride), O.ON1N=NC2=C1C=CC=C2 (1-hydroxybenzotriazole monohydrate), NC(C(O)C1=CC(=CC=C1)Cl)CC1=CC=C(C=C1)CC(C(F)(F)F)(F)F ((1RS,2SR)-2-amino-1-(3-chlorophenyl)-3-[4-(2,2,3,3,3-pentafluoropropyl)phenyl]-1-propanol). Solvent: C(C)(=O)OCC (ethyl acetate), CN(C=O)C (N,N-dimethylformamide). Conditions: time 8 hour. The product is ClC1=C2C=CC=C(C2=CC=C1)C(=O)NC(C(O)C1=CC(=CC=C1)Cl)CC1=CC=C(C=C1)CC(C(F)(F)F)(F)F (5-chloro-N-{(1RS,2SR)-2-(3-chlorophenyl)-2-hydroxy-1-[4-(2,2,3,3,3-pentafluoropropyl)benzyl]ethyl}-1-naphthamide). Yield: 70.0%. As a reaction SMILES: [Cl:1][C:2]1[CH:11]=[CH:10][CH:9]=[C:8]2[C:3]=1[CH:4]=[CH:5][CH:6]=[C:7]2[C:12]([OH:14])=O.Cl.C(N=C=NCCCN(C)C)C.O.ON1C2C=CC=CC=2N=N1.[NH2:38][CH:39]([CH2:49][C:50]1[CH:55]=[CH:54][C:53]([CH2:56][C:57]([F:63])([F:62])[C:58]([F:61])([F:60])[F:59])=[CH:52][CH:51]=1)[CH:40]([C:42]1[CH:47]=[CH:46][CH:45]=[C:44]([Cl:48])[CH:43]=1)[OH:41]>CN(C)C=O.C(OCC)(=O)C>[Cl:1][C:2]1[CH:11]=[CH:10][CH:9]=[C:8]2[C:3]=1[CH:4]=[CH:5][CH:6]=[C:7]2[C:12]([NH:38][CH:39]([CH2:49][C:50]1[CH:55]=[CH:54][C:53]([CH2:56][C:57]([F:63])([F:62])[C:58]([F:59])([F:60])[F:61])=[CH:52][CH:51]=1)[CH:40]([C:42]1[CH:47]=[CH:46][CH:45]=[C:44]([Cl:48])[CH:43]=1)[OH:41])=[O:14] |f:1.2,3.4|. Procedure details: To a solution of 5-chloronaphthalene-1-carboxylic acid (176 mg, 0.849 mmol) in N,N-dimethylformamide (5 ml) were added 1-ethyl-3-(3-dimethylaminopropyl)carbodiimide hydrochloride (163 mg, 0.849 mmol) and 1-hydroxybenzotriazole monohydrate (130 mg, 0.849 mmol), and (1RS,2SR)-2-amino-1-(3-chlorophenyl)-3-[4-(2,2,3,3,3-pentafluoropropyl)phenyl]-1-propanol (318 mg, 0.809 mmol) was finally added. The mixture was stirred at room temperature overnight. The mixture was diluted with ethyl acetate, washed... Starting materials: C1=CC(=CC=C1C(=O)/C(=N/O)/Cl)Cl (4-chlorophenylglyoxylohydroxamyl chloride). Solvent: C(CCCC#C)O (5-hexyn-1-ol). Yields the product ClC1=CC=C(C(=O)C2=NOC(=C2)CCCCO)C=C1 (4-[3-(4-Chlorobenzoyl)isoxazol-5-yl]butan-1-ol). Isolated yield 233.8%. RXN SMILES: [CH:1]1[C:6]([C:7](/[C:9](/Cl)=[N:10]/[OH:11])=[O:8])=[CH:5][CH:4]=[C:3]([Cl:13])[CH:2]=1>C(O)CCCC#C>[Cl:13][C:3]1[CH:4]=[CH:5][C:6]([C:7]([C:9]2[CH:2]=[C:3]([CH2:4][CH2:5][CH2:6][CH2:7][OH:8])[O:11][N:10]=2)=[O:8])=[CH:1][CH:2]=1. Procedure: A solution of 12 g of 4-chlorophenylglyoxylohydroxamyl chloride in 30 g of 5-hexyn-1-ol was refluxed under N2 for 2.5 hours. Concentration of the product on a rotovapor under high vacuum gave 18 g of an oil. Purification by high pressure liquid chromatography with 5% ethyl acetate/CH2Cl2 used as a eluent yielded 12.0 g (78%) of an oil which solidified on standing, m.p. 48°-51°. The product is Nc1ccccc1C=O. Reactants: [Cl-], Cl, O=Cc1ccccc1[N+](=O)[O-], N, [Na+], O, O, O, O, O, O, O, O, O, O=S(=O)(O)O. As a reaction SMILES: [Cl-:28].[ClH:13].[N+:14]([O-:15])(=[O:16])[c:17]1[c:18]([CH:19]=[O:20])[cH:21][cH:22][cH:23][cH:24]1.[NH3:26].[Na+:27].[OH2:1].[OH2:25].[OH2:29].[OH2:2].[OH2:3].[OH2:4].[OH2:5].[OH2:6].[OH2:7].[S:8]([OH:9])([OH:10])(=[O:11])=[O:12]>>[NH2:14][c:17]1[c:18]([CH:19]=[O:20])[cH:21][cH:22][cH:23][cH:24]1.